This data is from the Open Reaction Database (ORD), a public repository of structured organic reaction records. The task is: describe an organic reaction: reactants, conditions, products, and yield Reactants: [N-]=[N+]=N, CCOC(=O)N=NC(=O)OCC, COC(=O)C1CCC(CO)C1, c1ccc(P(c2ccccc2)c2ccccc2)cc1, c1ccccc1. Product: COC(=O)C1CCC(CN=[N+]=[N-])C1. RXN SMILES: [NH:43]=[N+:44]=[N-:45].[O:31]=[C:32]([O:33][CH2:34][CH3:35])[N:36]=[N:37][C:38]([O:39][CH2:40][CH3:41])=[O:42].[OH:1][CH2:2][CH:3]1[CH2:4][CH:5]([C:8](=[O:9])[O:10][CH3:11])[CH2:6][CH2:7]1.[c:12]1([P:13]([c:14]2[cH:15][cH:16][cH:17][cH:18][cH:19]2)[c:20]2[cH:21][cH:22][cH:23][cH:24][cH:25]2)[cH:26][cH:27][cH:28][cH:29][cH:30]1.[cH:46]1[cH:47][cH:48][cH:49][cH:50][cH:51]1>>[CH2:2]([CH:3]1[CH2:4][CH:5]([C:8](=[O:9])[O:10][CH3:11])[CH2:6][CH2:7]1)[N:43]=[N+:44]=[N-:45]. Reactants: C1CCOC1, CO, ClCCl, Nc1cc(C(F)(F)F)ccn1, Nc1cc(C(=O)O)ncc1[N+](=O)[O-], O=S(Cl)Cl, c1ccncc1. Yields the product Nc1cc(C(=O)Nc2cc(C(F)(F)F)ccn2)ncc1[N+](=O)[O-]. Reaction SMILES: [CH2:40]1[O:41][CH2:42][CH2:43][CH2:44]1.[CH3:38][OH:39].[Cl:35][CH2:36][Cl:37].[F:24][C:25]([c:26]1[cH:27][c:28]([NH2:32])[n:29][cH:30][cH:31]1)([F:33])[F:34].[NH2:1][c:2]1[cH:3][c:4]([C:11](=[O:12])[OH:13])[n:5][cH:6][c:7]1[N+:8](=[O:9])[O-:10].[S:14]([Cl:15])([Cl:16])=[O:17].[cH:18]1[cH:19][cH:20][n:21][cH:22][cH:23]1>>[NH2:1][c:2]1[cH:3][c:4]([C:11](=[O:13])[NH:32][c:28]2[cH:27][c:26]([C:25]([F:24])([F:33])[F:34])[cH:31][cH:30][n:29]2)[n:5][cH:6][c:7]1[N+:8](=[O:9])[O-:10]. Starting materials: [OH-].[Li+] (Lithium hydroxide), COC(=O)C=1NC(N(C1)C1CCN(CC1)C(=O)OC(C)(C)C)=O (tert-butyl 4-[4-(methoxycarbonyl)-2-oxo-2,3-dihydro-1H-imidazol-1-yl]piperidine-1-carboxylate). Solvent: CO (methanol). Reaction conditions: time 2 hour. Yields the product C(C)(C)(C)OC(=O)N1CCC(CC1)N1C(NC(=C1)C(=O)O)=O (1-[1-(tert-Butoxycarbonyl)piperidin-4-yl]-2-oxo-2,3-dihydro-1H-imidazole-4-carboxylic acid). Isolated yield 35.5%. As a reaction SMILES: [OH-].[Li+].C[O:4][C:5]([C:7]1[NH:8][C:9](=[O:25])[N:10]([CH:12]2[CH2:17][CH2:16][N:15]([C:18]([O:20][C:21]([CH3:24])([CH3:23])[CH3:22])=[O:19])[CH2:14][CH2:13]2)[CH:11]=1)=[O:6]>CO>[C:21]([O:20][C:18]([N:15]1[CH2:16][CH2:17][CH:12]([N:10]2[CH:11]=[C:7]([C:5]([OH:6])=[O:4])[NH:8][C:9]2=[O:25])[CH2:13][CH2:14]1)=[O:19])([CH3:24])([CH3:22])[CH3:23] |f:0.1|. Procedure details: Lithium hydroxide (64 mg, 1.54 mmol) was added to a solution of tert-butyl 4-[4-(methoxycarbonyl)-2-oxo-2,3-dihydro-1H-imidazol-1-yl]piperidine-1-carboxylate (50 mg, 0.154 mmol) in methanol (10 mL). After 2 h, the reaction was quenched with saturated sodium bicarbonate solution and dichloromethane was added. The mixture was filtered and the filtrate was concentrated. Purification by silica gel chromatography (100% dichloromethane→25% methanol {1% ammonium hydroxide}/dichloromethane) gave the tit... Reactants: C(#N)C=1C=C(C=CC1)NC(NC1=CC=C(C=C1)S(=O)(=O)NC1=CC=C(C=C1)S(N)(=O)=O)=O (4-(3-(3-cyanophenyl)ureido)-N-(4-sulfamoylphenyl)benzenesulfonamide), CCN(C(C)C)C(C)C (DIEA), N1CCOCC1 (morpholine), secondary amine. The product is N=C(C=1C=C(C=CC1)NC(NC1=CC=C(C=C1)S(=O)(=O)NC1=CC=C(C=C1)S(N)(=O)=O)=O)N1CCOCC1 (4-(3-(3-(imino(morpholino)methyl)phenyl)ureido)-N-(4-sulfamoylphenyl)benzenesulfonamide). Yield: 31.6%. As a reaction SMILES: [C:1]([C:3]1[CH:4]=[C:5]([NH:9][C:10](=[O:32])[NH:11][C:12]2[CH:17]=[CH:16][C:15]([S:18]([NH:21][C:22]3[CH:27]=[CH:26][C:25]([S:28](=[O:31])(=[O:30])[NH2:29])=[CH:24][CH:23]=3)(=[O:20])=[O:19])=[CH:14][CH:13]=2)[CH:6]=[CH:7][CH:8]=1)#[N:2].[NH:33]1[CH2:38][CH2:37][O:36][CH2:35][CH2:34]1.CCN(C(C)C)C(C)C>>[NH:2]=[C:1]([N:33]1[CH2:38][CH2:37][O:36][CH2:35][CH2:34]1)[C:3]1[CH:4]=[C:5]([NH:9][C:10](=[O:32])[NH:11][C:12]2[CH:17]=[CH:16][C:15]([S:18]([NH:21][C:22]3[CH:27]=[CH:26][C:25]([S:28](=[O:30])(=[O:31])[NH2:29])=[CH:24][CH:23]=3)(=[O:20])=[O:19])=[CH:14][CH:13]=2)[CH:6]=[CH:7][CH:8]=1. Procedure details: The title compound was prepared from 4-(3-(3-cyanophenyl)ureido)-N-(4-sulfamoylphenyl)benzenesulfonamide following procedure C and using 1 equivalent of morpholine as secondary amine and 0.5 equivalent of DIEA as base. The product was purified by preparative HPLC. Starting materials: O=C([O-])[O-], CS(C)=O, FC(F)(F)CI, [K+], [K+], O, Oc1ccccc1O. The product is Oc1ccccc1OCC(F)(F)F. As a reaction SMILES: [C:9](=[O:10])([O-:11])[O-:12].[CH3:22][S:23]([CH3:24])=[O:25].[F:15][C:16]([CH2:17][I:18])([F:19])[F:20].[K+:13].[K+:14].[OH2:21].[OH:1][c:2]1[cH:3][cH:4][cH:5][cH:6][c:7]1[OH:8]>>[O:1]([c:2]1[cH:3][cH:4][cH:5][cH:6][c:7]1[OH:8])[CH2:17][C:16]([F:15])([F:19])[F:20]. Reactants: ClC=1C=C2C=C(NC2=CC1)C(=O)O (5-chloro-1H-indole-2-carboxylic acid), NC(C(=O)N1CSCC1)CC1=C(C=CC=C1)Cl ((±)-2-amino-3-(2-chloro-phenyl)-1-thiazolidin-3-yl-propan-1-one). Product: ClC1=C(CC(C(N2CSCC2)=O)NC(=O)C=2NC3=CC=C(C=C3C2)Cl)C=CC=C1 ((±)-5-Chloro-1H-indole-2-carboxylic acid [1-(2-chloro-benzyl)-2-oxo-2-thiazolidin-3-yl-ethyl]-amide). As a reaction SMILES: [Cl:1][C:2]1[CH:3]=[C:4]2[C:8](=[CH:9][CH:10]=1)[NH:7][C:6]([C:11]([OH:13])=O)=[CH:5]2.[NH2:14][CH:15]([CH2:23][C:24]1[CH:29]=[CH:28][CH:27]=[CH:26][C:25]=1[Cl:30])[C:16]([N:18]1[CH2:22][CH2:21][S:20][CH2:19]1)=[O:17]>>[Cl:30][C:25]1[CH:26]=[CH:27][CH:28]=[CH:29][C:24]=1[CH2:23][CH:15]([NH:14][C:11]([C:6]1[NH:7][C:8]2[C:4]([CH:5]=1)=[CH:3][C:2]([Cl:1])=[CH:10][CH:9]=2)=[O:13])[C:16](=[O:17])[N:18]1[CH2:22][CH2:21][S:20][CH2:19]1. Procedure: From 5-chloro-1H-indole-2-carboxylic acid and (±)-2-amino-3-(2-chloro-phenyl)-1-thiazolidin-3-yl-propan-1-one. mp 214-216° C. Reactants: N#Cc1ncccc1Br, C1CCOC1, [Cl-], Cl, [Na+], [Na+], [OH-]. The product is NCc1ncccc1Br. As a reaction SMILES: [Br:1][c:2]1[c:3]([C:8]#[N:9])[n:4][cH:5][cH:6][cH:7]1.[CH2:15]1[O:16][CH2:17][CH2:18][CH2:19]1.[Cl-:13].[ClH:10].[Na+:12].[Na+:14].[OH-:11]>>[Br:1][c:2]1[c:3]([CH2:8][NH2:9])[n:4][cH:5][cH:6][cH:7]1.